This data is from the Open Reaction Database (ORD), a public repository of structured organic reaction records. The task is: describe an organic reaction: reactants, conditions, products, and yield Starting materials: O=C([O-])[O-], CN1CC(COS(C)(=O)=O)Oc2ccccc21, [K+], [K+], CN(C)C=O, O, O=Cc1ccc(O)cc1. Yields the product CN1CC(COc2ccc(C=O)cc2)Oc2ccccc21. RXN SMILES: [C:27](=[O:28])([O-:29])[O-:30].[CH3:1][S:2](=[O:3])(=[O:4])[O:5][CH2:6][CH:7]1[O:8][c:9]2[c:10]([cH:14][cH:15][cH:16][cH:17]2)[N:11]([CH3:13])[CH2:12]1.[K+:31].[K+:32].[O:34]=[CH:35][N:36]([CH3:37])[CH3:38].[OH2:33].[OH:18][c:19]1[cH:20][cH:21][c:22]([CH:23]=[O:24])[cH:25][cH:26]1>>[O:5]([CH2:6][CH:7]1[O:8][c:9]2[c:10]([cH:14][cH:15][cH:16][cH:17]2)[N:11]([CH3:13])[CH2:12]1)[c:19]1[cH:20][cH:21][c:22]([CH:23]=[O:24])[cH:25][cH:26]1.